From a dataset of the Open Reaction Database (ORD), a public repository of structured organic reaction records. describe an organic reaction: reactants, conditions, products, and yield Starting materials: ClC1=C2C3=C(C(NC2=NC=C1)=O)C=CC=C3 (1-Chloro-5H-benzo[c][1,8]naphthyridin-6-one), FC1=C(C=CC=C1)B(O)O (2-fluorophenylboronic acid), COC=1C=CC=C(C1C=2C=CC=CC2P(C3CCCCC3)C4CCCCC4)OC (S-Phos), C(=O)([O-])[O-].[K+].[K+] (K2CO3). Reagents/catalysts: CC(=O)[O-].CC(=O)[O-].[Pd+2] (Pd(OAc)2). Solvent: O1CCOCC1.O (dioxane H2O). Reaction conditions: temperature 100 celsius, time 8 hour. Yields the product FC1=C(C=CC=C1)C1=C2C3=C(C(NC2=NC=C1)=O)C=CC=C3 (1-(2-Fluoro-phenyl)-5H-benzo[c][1,8]naphthyridin-6-one). Isolated yield 9.4%. As a reaction SMILES: Cl[C:2]1[CH:11]=[CH:10][N:9]=[C:8]2[C:3]=1[C:4]1[CH:16]=[CH:15][CH:14]=[CH:13][C:5]=1[C:6](=[O:12])[NH:7]2.[F:17][C:18]1[CH:23]=[CH:22][CH:21]=[CH:20][C:19]=1B(O)O.COC1C=CC=C(OC)C=1C1C=CC=CC=1P(C1CCCCC1)C1CCCCC1.C([O-])([O-])=O.[K+].[K+]>O1CCOCC1.O.CC([O-])=O.CC([O-])=O.[Pd+2]>[F:17][C:18]1[CH:23]=[CH:22][CH:21]=[CH:20][C:19]=1[C:2]1[CH:11]=[CH:10][N:9]=[C:8]2[C:3]=1[C:4]1[CH:16]=[CH:15][CH:14]=[CH:13][C:5]=1[C:6](=[O:12])[NH:7]2 |f:3.4.5,6.7,8.9.10|. Reported procedure: Compound 83 (50 mg, 0.22 mmol), 2-fluorophenylboronic acid (46 mg, 0.33 mmol), Pd(OAc)2 (2 mg, 0.01 mmol), S-Phos (9 mg, 0.02 mmol), and K2CO3 (90 mg, 0.65 mmol) were dissolved in dioxane/H2O (2.2 mL, 10/1, v/v), and stirred overnight at 100° C. The reaction mixture was concentrated, diluted with MeOH/DMSO, and filtered. The filtrate was purified via prep-LC-MS. The product was triturated with MeOH, filtered, and dried under vacuum to provide 153 (6 mg, 10% yield) as a white solid. LC-MS (M+H=29...